Dataset: the Open Reaction Database (ORD), a public repository of structured organic reaction records. Task: describe an organic reaction: reactants, conditions, products, and yield Reactants: COC1=NC=CC(=C1COCOC)C(=CCO)CC (3-(2-Methoxy-3-methoxymethoxymethylpyridin-4-yl)pent-2-en-1-ol), C(C)[C@]([C@](C(=O)[O-])(O)CC)(O)C(=O)[O-] (diethyl-L(+)-tartrate), C(C)(C)(C)OO (tBuOOH). The reagents and catalysts are CC(C)O[Ti](OC(C)C)(OC(C)C)OC(C)C (Ti(OiPr)4). Solvent: C(Cl)Cl (CH2Cl2). Product: C(C)[C@]1(C(O1)CO)C1=C(C(=NC=C1)OC)COCOC ((+)-(3R)-[3-Ethyl-3-(2-Methoxy-3-methoxymethoxymethyl-pyridin-4-yl)oxiranyl]methanol). The yield is 88.7%. As a reaction SMILES: [CH3:1][O:2][C:3]1[C:8]([CH2:9][O:10][CH2:11][O:12][CH3:13])=[C:7]([C:14]([CH2:18][CH3:19])=[CH:15][CH2:16][OH:17])[CH:6]=[CH:5][N:4]=1.C([C@@](C([O-])=O)(O)[C@@](CC)(O)C([O-])=[O:25])C.C(OO)(C)(C)C>C(Cl)Cl.CC(O[Ti](OC(C)C)(OC(C)C)OC(C)C)C>[CH2:18]([C@:14]1([C:7]2[CH:6]=[CH:5][N:4]=[C:3]([O:2][CH3:1])[C:8]=2[CH2:9][O:10][CH2:11][O:12][CH3:13])[O:25][CH:15]1[CH2:16][OH:17])[CH3:19]. Reported procedure: Following the procedure in Example 5, the reaction was carried out with 5b (0.80 g, 3 mmol), Ti(OiPr)4 (0.71 mL, 2.4 mmol), diethyl-L(+)-tartrate (0.51 mL, 3 mmol), tBuOOH (0.95 mL, 5.0-6.0M in decane) and 4 Å molecular sieves (241 mg) in dry CH2Cl2 for 24 h to afford 6b as a yellow oil (754 mg, 89%) with 96% ee. The crude product was sufficiently pure for the subsequent reaction. Epoxide 6b was analyzed for enantiomeric purity using a Chiralcel OD-H column with 98:2 hexane/iPrOH as the eluent w... As a reaction SMILES: [BH4-:1].[CH3:28][OH:29].[Cl:3][c:4]1[cH:5][cH:6][c:7](-[c:10]2[n:11][c:12]3[n:13]([cH:14][c:15](-[c:18]4[c:19]([F:26])[c:20]([CH:21]=[O:22])[cH:23][cH:24][cH:25]4)[cH:16][cH:17]3)[cH:27]2)[cH:8][cH:9]1.[Na+:2]>>[Cl:3][c:4]1[cH:5][cH:6][c:7](-[c:10]2[n:11][c:12]3[n:13]([cH:14][c:15](-[c:18]4[c:19]([F:26])[c:20]([CH2:21][OH:22])[cH:23][cH:24][cH:25]4)[cH:16][cH:17]3)[cH:27]2)[cH:8][cH:9]1. The reactants are [BH4-], CO, O=Cc1cccc(-c2ccc3nc(-c4ccc(Cl)cc4)cn3c2)c1F, [Na+]. Product: OCc1cccc(-c2ccc3nc(-c4ccc(Cl)cc4)cn3c2)c1F. Starting materials: C(C)OC(C(C)(C)C=1C=C(C(=CC1)OC)C1=C(C=C(C=C1)C(F)(F)F)CNCC)=O (2-(2′-ethylaminomethyl-6-methoxy-4′-trifluoromethyl-biphenyl-3-yl)-2-methyl-propionic acid ethyl ester), ClC(=O)OCC1=CC=CC=C1 (benzyl chloroformate). Yields the product C(C)OC(C(C)(C)C=1C=C(C(=CC1)OC)C1=C(C=C(C=C1)C(F)(F)F)CN(CC)C(=O)OCC1=CC=CC=C1)=O (2-{2′-[(Benzyloxycarbonyl-ethyl-amino)-methyl]-6-methoxy-4′-trifluoromethyl-biphenyl-3-yl}-2-methyl-propionic acid ethyl ester). Reaction SMILES: [CH2:1]([O:3][C:4](=[O:30])[C:5]([C:8]1[CH:9]=[C:10]([C:16]2[CH:21]=[CH:20][C:19]([C:22]([F:25])([F:24])[F:23])=[CH:18][C:17]=2[CH2:26][NH:27][CH2:28][CH3:29])[C:11]([O:14][CH3:15])=[CH:12][CH:13]=1)([CH3:7])[CH3:6])[CH3:2].Cl[C:32]([O:34][CH2:35][C:36]1[CH:41]=[CH:40][CH:39]=[CH:38][CH:37]=1)=[O:33]>>[CH2:1]([O:3][C:4](=[O:30])[C:5]([C:8]1[CH:9]=[C:10]([C:16]2[CH:21]=[CH:20][C:19]([C:22]([F:24])([F:25])[F:23])=[CH:18][C:17]=2[CH2:26][N:27]([C:32]([O:34][CH2:35][C:36]2[CH:41]=[CH:40][CH:39]=[CH:38][CH:37]=2)=[O:33])[CH2:28][CH3:29])[C:11]([O:14][CH3:15])=[CH:12][CH:13]=1)([CH3:7])[CH3:6])[CH3:2]. Procedure: Prepared according to the procedure described in Example 1, Step 6, using the following starting materials: 2-(2′-ethylaminomethyl-6-methoxy-4′-trifluoromethyl-biphenyl-3-yl)-2-methyl-propionic acid ethyl ester and benzyl chloroformate. Starting materials: ClC1=NC(=NC=C1)NC=1C=NN(C1)C (4-chloro-N-(1-methyl-1H-pyrazol-4-yl)pyrimidin-2-amine), C(C)C1(C(NCC1)=O)CC (3,3-diethylpyrrolidin-2-one), C([O-])([O-])=O.[Cs+].[Cs+] (cesium carbonate), C1(=CC=CC=C1)P(C1=C(C2=CC=CC=C2C=C1)C1=C(C=CC2=CC=CC=C12)P(C1=CC=CC=C1)C1=CC=CC=C1)C1=CC=CC=C1 (2,2′-bis(diphenylphosphino)-1,1′-binaphthyl). The reagents and catalysts are C=1C=CC(=CC1)/C=C/C(=O)/C=C/C2=CC=CC=C2.C=1C=CC(=CC1)/C=C/C(=O)/C=C/C2=CC=CC=C2.C=1C=CC(=CC1)/C=C/C(=O)/C=C/C2=CC=CC=C2.[Pd].[Pd] (tris(dibenzylideneacetone)dipalladium(0)). Run in O1CCCC1 (tetrahydrofuran). Reaction conditions: temperature 130 celsius, time 1.5 hour. Product: Cl.C(C)C1(C(N(CC1)C1=NC(=NC=C1)NC=1C=NN(C1)C)=O)CC (3,3-diethyl-1-(2-((1-methyl-1H-pyrazol-4-yl)amino)pyrimidin-4-yl)pyrrolidin-2-one hydrochloride). Yield: 30.3%. As a reaction SMILES: [Cl:1][C:2]1[CH:7]=[CH:6][N:5]=[C:4]([NH:8][C:9]2[CH:10]=[N:11][N:12]([CH3:14])[CH:13]=2)[N:3]=1.[CH2:15]([C:17]1([CH2:23][CH3:24])[CH2:21][CH2:20][NH:19][C:18]1=[O:22])[CH3:16].C(=O)([O-])[O-].[Cs+].[Cs+].C1(P(C2C=CC=CC=2)C2C=CC3C(=CC=CC=3)C=2C2C3C(=CC=CC=3)C=CC=2P(C2C=CC=CC=2)C2C=CC=CC=2)C=CC=CC=1>O1CCCC1.C1C=CC(/C=C/C(/C=C/C2C=CC=CC=2)=O)=CC=1.C1C=CC(/C=C/C(/C=C/C2C=CC=CC=2)=O)=CC=1.C1C=CC(/C=C/C(/C=C/C2C=CC=CC=2)=O)=CC=1.[Pd].[Pd]>[ClH:1].[CH2:15]([C:17]1([CH2:23][CH3:24])[CH2:21][CH2:20][N:19]([C:2]2[CH:7]=[CH:6][N:5]=[C:4]([NH:8][C:9]3[CH:10]=[N:11][N:12]([CH3:14])[CH:13]=3)[N:3]=2)[C:18]1=[O:22])[CH3:16] |f:2.3.4,7.8.9.10.11,12.13|. Procedure: To a mixture of 4-chloro-N-(1-methyl-1H-pyrazol-4-yl)pyrimidin-2-amine (150 mg) obtained in Step C of Example 1, 3,3-diethylpyrrolidin-2-one (110 mg), cesium carbonate (700 mg) and 2,2′-bis(diphenylphosphino)-1,1′-binaphthyl (90 mg) in tetrahydrofuran (5 mL) was added tris(dibenzylideneacetone)dipalladium(0) (130 mg), and the mixture was stirred in a microwave reactor at 130° C. for 1.5 hr. The insoluble substance was removed by filtration through Celite, and the solvent was evaporated under red...